describe an organic reaction: reactants, conditions, products, and yield From a dataset of the Open Reaction Database (ORD), a public repository of structured organic reaction records. The reactants are C(C)(C)(C)[Si](OC1=C(C=C(C=C1)B(O)O)OC)(C1=CC=CC=C1)C1=CC=CC=C1 (4-(tert-butyl-diphenyl-silanyloxy)-3-methoxy-phenyl-boronic acid), IC1=C(N)C=CC=C1 (2-iodoaniline), C(=O)([O-])[O-].[K+].[K+] (K2CO3). Reagents/catalysts: CC(=O)[O-].CC(=O)[O-].[Pd+2] (Pd(OAc)2). The solvent is C1CCOC1 (THF), O (H2O). The product is C(C)(C)(C)[Si](OC1=C(C=C(C=C1)C1=C(C=CC=C1)N)OC)(C1=CC=CC=C1)C1=CC=CC=C1 (4′-(tert-Butyl-diphenyl-silanyloxy)-3′-methoxy-biphenyl-2-ylamine). Reaction SMILES: [C:1]([Si:5]([C:24]1[CH:29]=[CH:28][CH:27]=[CH:26][CH:25]=1)([C:18]1[CH:23]=[CH:22][CH:21]=[CH:20][CH:19]=1)[O:6][C:7]1[CH:12]=[CH:11][C:10](B(O)O)=[CH:9][C:8]=1[O:16][CH3:17])([CH3:4])([CH3:3])[CH3:2].I[C:31]1[CH:37]=[CH:36][CH:35]=[CH:34][C:32]=1[NH2:33].C([O-])([O-])=O.[K+].[K+]>C1COCC1.O.CC([O-])=O.CC([O-])=O.[Pd+2]>[C:1]([Si:5]([C:24]1[CH:29]=[CH:28][CH:27]=[CH:26][CH:25]=1)([C:18]1[CH:23]=[CH:22][CH:21]=[CH:20][CH:19]=1)[O:6][C:7]1[CH:12]=[CH:11][C:10]([C:31]2[CH:37]=[CH:36][CH:35]=[CH:34][C:32]=2[NH2:33])=[CH:9][C:8]=1[O:16][CH3:17])([CH3:4])([CH3:3])[CH3:2] |f:2.3.4,7.8.9|. Procedure: A solution of 17.89 g (44.0 mmol) 4-(tert-butyl-diphenyl-silanyloxy)-3-methoxy-phenyl-boronic acid, 6.89 g (31.45 mmol) 2-iodoaniline, 17.4 g (125.8 mmol) K2CO3 and 425 mg (6 mol %) Pd(OAc)2 in 140 ml THF and 80 ml H2O is heated to reflux for 20 hours. After cooling the mixture is filtrated over cellite and concentrated. The residue is dissolved in ethyl acetate and washed with water. After drying (MgSO4) and evaporating the solvent, the residue is subjected to flash-chromatography (ethyl acetat... The reactants are TEA, ClC=1C=C(C=CC1F)N1C(=NOC1=O)C=1N=NSC1CO (4-(3-Chloro-4-fluorophenyl)-3-[5-(hydroxymethyl)-1,2,3-thiadiazol-4-yl]-1,2,4-oxadiazol-5(4H)-one), CS(=O)(=O)Cl (Methanesulfonyl chloride). Solvent: C(Cl)Cl (DCM). Run at temperature 0 celsius, time 15 minute. Yields the product CS(=O)(=O)OCC1=C(N=NS1)C1=NOC(N1C1=CC(=C(C=C1)F)Cl)=O (4-[4-(3-Chloro-4-fluorophenyl)-5-oxo-4,5-dihydro-1,2,4-oxadiazol-3-yl]-1,2,3-thiadiazol-5-ylmethyl methanesulfonate). Yield: 65.0%. Reaction SMILES: [Cl:1][C:2]1[CH:3]=[C:4]([N:9]2[C:13](=[O:14])[O:12][N:11]=[C:10]2[C:15]2[N:16]=[N:17][S:18][C:19]=2[CH2:20][OH:21])[CH:5]=[CH:6][C:7]=1[F:8].[CH3:22][S:23](Cl)(=[O:25])=[O:24]>C(Cl)Cl>[CH3:22][S:23]([O:21][CH2:20][C:19]1[S:18][N:17]=[N:16][C:15]=1[C:10]1[N:9]([C:4]2[CH:5]=[CH:6][C:7]([F:8])=[C:2]([Cl:1])[CH:3]=2)[C:13](=[O:14])[O:12][N:11]=1)(=[O:25])=[O:24]. Reported procedure: 4-(3-Chloro-4-fluorophenyl)-3-[5-(hydroxymethyl)-1,2,3-thiadiazol-4-yl]-1,2,4-oxadiazol-5(4H)-one was dissolved in anhydrous DCM (2 mL) followed by addition of TEA (26 μL, 0.19 mmol). The reaction was stirred at 0° C. for 15 minutes. Methanesulfonyl chloride (13 μL, 0.17 mmol) was added drop-wise and stirred for 15 minutes at 0° C. The reaction was concentrated in vacuo and the crude purified by flash chromatography to give the desired product (42 mg, 65%). 1H NMR (400 MHz, CDCl3): δ 7.50 (m, 1H... The reactants are Cl (hydrogen chloride), ClCCC(CCCCC)O (1-chloro-3-octanol), C1OCOCO1 (s-trioxane), [Cl-].[Ca+2].[Cl-] (calcium chloride). Reaction conditions: temperature 0 celsius. Yields the product ClCOC(CCCl)CCCCC (3-chloromethoxy-1-chlorooctane). RXN SMILES: [ClH:1].Cl[CH2:3][CH2:4][CH:5]([OH:11])[CH2:6][CH2:7][CH2:8][CH2:9][CH3:10].[CH2:12]1OCOCO1.[Cl-:18].[Ca+2].[Cl-]>>[Cl:1][CH2:12][O:11][CH:5]([CH2:6][CH2:7][CH2:8][CH2:9][CH3:10])[CH2:4][CH2:3][Cl:18] |f:3.4.5|. Procedure details: A slow stream of hydrogen chloride gas is passed into a mixture of 1-chloro-3-octanol (35.5 g., 0.218 mole) and s-trioxane (6.55 g., 0.073 mole) in a conical flask cooled to 0° C. and protected from atmospheric moisture. The process requires about 31/2 hours. The resulting two-phase mixture is treated with anhydrous calcium chloride at 25° C. for 64 hours. The upper aqueous phase is removed by this action. The solid material is removed by filtration and the filtrate distilled to give the 3-chlor... Starting materials: CCOC(=O)C1CCC(C)N1C(=O)OC(C)(C)C, CCO, [Li+], [OH-], O, O. Yields the product CC1CCC(C(=O)O)N1C(=O)OC(C)(C)C. Reaction SMILES: [CH3:1][CH:2]1[CH2:3][CH2:4][CH:5]([C:14](=[O:15])[O:16][CH2:17][CH3:18])[N:6]1[C:7](=[O:8])[O:9][C:10]([CH3:11])([CH3:12])[CH3:13].[CH3:23][CH2:24][OH:25].[Li+:21].[OH-:20].[OH2:19].[OH2:22]>>[CH3:1][CH:2]1[CH2:3][CH2:4][CH:5]([C:14](=[O:15])[OH:16])[N:6]1[C:7](=[O:8])[O:9][C:10]([CH3:11])([CH3:12])[CH3:13]. Reactants: C(CCCCCCCCC)C12C=CC(CC1)C2 (decylnorbornene), C=CCCCC (1-hexene), [I-].C(C)[Al+]CC (diethylaluminum iodide). Run in C1(=CC=CC=C1)C (toluene). Conditions: time 1 hour. Product: C(CCCCCCCCC)C1C2C=CC(C1)C2.C=CCCCC (5-Decyl-2-Norbornene 1-Hexene). RXN SMILES: [CH2:1]([C:11]12C[CH:14]([CH2:15][CH2:16]1)[CH:13]=[CH:12]2)[CH2:2][CH2:3][CH2:4][CH2:5][CH2:6][CH2:7][CH2:8][CH2:9]C.[CH2:18]=[CH:19][CH2:20][CH2:21][CH2:22][CH3:23].[I-].C([Al+][CH2:28][CH3:29])C>C1(C)C=CC=CC=1>[CH2:4]([CH:5]1[CH2:6][CH:7]2[CH2:28][CH:29]1[CH:9]=[CH:8]2)[CH2:3][CH2:2][CH2:1][CH2:11][CH2:12][CH2:13][CH2:14][CH2:15][CH3:16].[CH2:18]=[CH:19][CH2:20][CH2:21][CH2:22][CH3:23] |f:2.3,5.6|. Reported procedure: 50 ml dry toluene cosolvent, 7 ml decylnorbornene, 0.8 ml of the 1-hexene solution, and 0.9 of the diethylaluminum iodide solution were charged to a dry, nitrogen-purged 7 oz. bottle. 1.1 ml of the MoCl5 solution was charged last, and the bottle was shaken. After 1 hour the reaction was shortstopped using a mixture of 0.1 ml ethanolamine and 0.5 ml Solution A. No antioxidant was added. The polymer cement was coagulated using excess Solution A in a Waring blender. About 4.5 grams of a solid, ring... The reactants are FC1=C2C=CN(C2=CC=C1)[C@H]1[C@H](OC(C)=O)[C@@H](OC(C)=O)[C@H](OC(C)=O)[C@H](O1)COC(C)=O (4-Fluoro-1-(2,3,4,6-tetra-O-acetyl-β-D-glucopyranosyl)-indole), O1C2=C(C=C1)C=C(C=C2)C(=O)Cl (benzo[b]furan-5-carbonyl chloride). The product is FC1=C2C(=CN(C2=CC=C1)[C@H]1[C@H](OC(C)=O)[C@@H](OC(C)=O)[C@H](OC(C)=O)[C@H](O1)COC(C)=O)C(=O)C1=CC2=C(OC=C2)C=C1 (benzo[b]furan-5-yl 4-fluoro-1-(2,3,4,6-tetra-O-acetyl-β-D-glucopyranosyl)indol-3-yl ketone). RXN SMILES: [F:1][C:2]1[CH:10]=[CH:9][CH:8]=[C:7]2[C:3]=1[CH:4]=[CH:5][N:6]2[C@@H:11]1[O:28][C@H:27]([CH2:29][O:30][C:31](=[O:33])[CH3:32])[C@@H:22]([O:23][C:24](=[O:26])[CH3:25])[C@H:17]([O:18][C:19](=[O:21])[CH3:20])[C@H:12]1[O:13][C:14](=[O:16])[CH3:15].[O:34]1[CH:38]=[CH:37][C:36]2[CH:39]=[C:40]([C:43](Cl)=[O:44])[CH:41]=[CH:42][C:35]1=2>>[F:1][C:2]1[CH:10]=[CH:9][CH:8]=[C:7]2[C:3]=1[C:4]([C:43]([C:40]1[CH:41]=[CH:42][C:35]3[O:34][CH:38]=[CH:37][C:36]=3[CH:39]=1)=[O:44])=[CH:5][N:6]2[C@@H:11]1[O:28][C@H:27]([CH2:29][O:30][C:31](=[O:33])[CH3:32])[C@@H:22]([O:23][C:24](=[O:26])[CH3:25])[C@H:17]([O:18][C:19](=[O:21])[CH3:20])[C@H:12]1[O:13][C:14](=[O:16])[CH3:15]. Procedure details: 4-Fluoro-1-(2,3,4,6-tetra-O-acetyl-β-D-glucopyranosyl)-indole obtained in Example 2-(3) and benzo[b]furan-5-carbonyl chloride were treated in a manner similar to Example 2-(4) to give benzo[b]furan-5-yl 4-fluoro-1-(2,3,4,6-tetra-O-acetyl-β-D-glucopyranosyl)indol-3-yl ketone as a colorless powder. APCI-Mass m/Z 627 (M+NH4), 610 (M+H). 1H-NMR (DMSO-d6) δ 1.73 (s, 3H), 1.96 (s, 3H), 1.98 (s, 3H), 2.03 (s, 3H), 4.10 (d, J=4.0 Hz, 2H), 4.28-4.31 (m, 1H), 5.28 (t, J=9.8 Hz, 1H), 5.54 (t, J=9.6 Hz, 1H)... The reactants are C(C1=CC=CC=C1)N1CC=2N=C(N=C(C2CC1)Cl)CN1CCOCC1 (7-Benzyl-4-chloro-5,6,7,8-tetrahydro-2-(morpholinomethyl)pyrido[3,4-d]pyrimidine), C(C)(C)(C)C1=CC=C(N)C=C1 (4-tert-butylaniline). Solvent: C(C)#N (acetonitrile). Run at temperature 180 celsius. The product is C(C)(C)(C)C1=CC=C(C=C1)NC=1C2=C(N=C(N1)CN1CCOCC1)CN(CC2)CC2=CC=CC=C2 (N-(4-tert-Butylphenyl)-7-benzyl-5,6,7,8-tetrahydro-2-(morpholinomethyl)pyrido[3,4-d]pyrimidin-4-amine), foam. Reaction SMILES: [CH2:1]([N:8]1[CH2:17][CH2:16][C:15]2[C:14](Cl)=[N:13][C:12]([CH2:19][N:20]3[CH2:25][CH2:24][O:23][CH2:22][CH2:21]3)=[N:11][C:10]=2[CH2:9]1)[C:2]1[CH:7]=[CH:6][CH:5]=[CH:4][CH:3]=1.[C:26]([C:30]1[CH:36]=[CH:35][C:33]([NH2:34])=[CH:32][CH:31]=1)([CH3:29])([CH3:28])[CH3:27]>C(#N)C>[C:26]([C:30]1[CH:31]=[CH:32][C:33]([NH:34][C:14]2[C:15]3[CH2:16][CH2:17][N:8]([CH2:1][C:2]4[CH:7]=[CH:6][CH:5]=[CH:4][CH:3]=4)[CH2:9][C:10]=3[N:11]=[C:12]([CH2:19][N:20]3[CH2:25][CH2:24][O:23][CH2:22][CH2:21]3)[N:13]=2)=[CH:35][CH:36]=1)([CH3:29])([CH3:27])[CH3:28]. Procedure: A mixture of 7-Benzyl-4-chloro-5,6,7,8-tetrahydro-2-(morpholinomethyl)pyrido[3,4-d]pyrimidine (358 mg, 1 mmol) and 4-tert-butylaniline (179 mg, 1.2 mmol) in acetonitrile (2 mL) was heated via microwave in a sealed tube at 180° C. for 5 min. Solvent was removed and the residue was dissolved in water, extracted by ethyl acetate, dried over sodium sulfate and purified by column chromatography. The desired product was obtained as a white foam (120 mg). Starting materials: CC(CC1=CC=CC=C1)N (α-methyl-phenethylamine), BrCCOCCCC(=O)C1=CC=CC=C1 (4-(2-bromo-ethoxy)-butyrophenone), Cl.CC1(CCNCCOCCCC(=O)C2=CC=CC=C2)CC=CC=C1 (4-[2-(1-methyl-phenethylamino)-ethoxy]-butyrophenone hydrochloride). The solvent is C(C)O (ethanol). Product: CC1(CCNCCOCCCC(=O)C2=CC=CC=C2)CC=CC=C1 (4-[2-(1-methyl-phenethylamino)-ethoxy]-butyrophenone). As a reaction SMILES: CC(N)CC1C=CC=CC=1.BrCCOCCCC(C1C=CC=CC=1)=O.Cl.[CH3:27][C:28]1([CH:50]=[CH:49][CH:48]=[CH:47][CH2:46]1)[CH2:29][CH2:30][NH:31][CH2:32][CH2:33][O:34][CH2:35][CH2:36][CH2:37][C:38]([C:40]1[CH:45]=[CH:44][CH:43]=[CH:42][CH:41]=1)=[O:39]>C(O)C>[CH3:27][C:28]1([CH:46]=[CH:47][CH:48]=[CH:49][CH2:50]1)[CH2:29][CH2:30][NH:31][CH2:32][CH2:33][O:34][CH2:35][CH2:36][CH2:37][C:38]([C:40]1[CH:41]=[CH:42][CH:43]=[CH:44][CH:45]=1)=[O:39] |f:2.3|. Procedure details: α-methyl-phenethylamine (0.02 mole) and 4-(2-bromo-ethoxy)-butyrophenone (0.01 mole) dissolved in ethanol (20 cc) are refluxed during 15 hours. The procedure described in Example 1 is then used. 4-[2-(1-methyl-phenethylamino)-ethoxy]-butyrophenone hydrochloride melts at 195°-197°C.